From a dataset of the Open Reaction Database (ORD), a public repository of structured organic reaction records. describe an organic reaction: reactants, conditions, products, and yield Starting materials: Cn1c(CN2CCN(C(C)(C)C)CC2)nc2c(N3CCOCC3)nc(Cl)nc21, CC(C)c1nc2ccccc2[nH]1. Yields the product CC(C)c1nc2ccccc2n1-c1nc(N2CCOCC2)c2nc(CN3CCN(C(C)(C)C)CC3)n(C)c2n1. Reaction SMILES: [C:1]([CH3:2])([CH3:3])([CH3:4])[N:5]1[CH2:6][CH2:7][N:8]([CH2:11][c:12]2[n:13]([CH3:28])[c:14]3[n:15][c:16]([Cl:27])[n:17][c:18]([N:21]4[CH2:22][CH2:23][O:24][CH2:25][CH2:26]4)[c:19]3[n:20]2)[CH2:9][CH2:10]1.[CH:29]([CH3:30])([CH3:31])[c:32]1[nH:33][c:34]2[c:35]([n:36]1)[cH:37][cH:38][cH:39][cH:40]2>>[C:1]([CH3:2])([CH3:3])([CH3:4])[N:5]1[CH2:6][CH2:7][N:8]([CH2:11][c:12]2[n:13]([CH3:28])[c:14]3[n:15][c:16](-[n:33]4[c:32]([CH:29]([CH3:30])[CH3:31])[n:36][c:35]5[c:34]4[cH:40][cH:39][cH:38][cH:37]5)[n:17][c:18]([N:21]4[CH2:22][CH2:23][O:24][CH2:25][CH2:26]4)[c:19]3[n:20]2)[CH2:9][CH2:10]1.